From a dataset of the Open Reaction Database (ORD), a public repository of structured organic reaction records. describe an organic reaction: reactants, conditions, products, and yield Starting materials: OO (hydrogen peroxide), C[C@H]1[C@H]2[C@H](C[C@H]3[C@@H]4CC[C@H]5CC(C=C[C@]5(C)[C@H]4CC[C@]23C)=O)O[C@]12CC[C@@H](C)CO2 ((5α,25R)-spirost-1-en-3-one), O1CCCC1 (tetrahydrofuran), [OH-].[Na+] (sodium hydroxide). Solvent: C(C)(=O)OCC (ethyl acetate), CO (methanol). Run at temperature 0 celsius. Yields the product O1[C@H]2[C@@H]1C(C[C@@H]1CC[C@H]3[C@@H]4C[C@H]5[C@H]([C@H](C)[C@]6(O5)CC[C@@H](C)CO6)[C@]4(CC[C@@H]3[C@@]21C)C)=O ((1α,2α,5α,25R)-1,2-epoxy-spirostan-3-one). Isolated yield 88.0%. RXN SMILES: [CH3:1][C@@H:2]1[C@:24]2([O:30][CH2:29][C@H:27]([CH3:28])[CH2:26][CH2:25]2)[O:23][C@H:4]2[CH2:5][C@@H:6]3[C@@:20]([CH3:21])([C@@H:3]12)[CH2:19][CH2:18][C@H:17]1[C@H:7]3[CH2:8][CH2:9][C@@H:10]2[C@:15]1([CH3:16])[CH:14]=[CH:13][C:12](=[O:22])[CH2:11]2.[O:31]1CCCC1.[OH-].[Na+].OO>C(OCC)(=O)C.CO>[O:31]1[C@H:13]2[C:12](=[O:22])[CH2:11][C@H:10]3[C@:15]([CH3:16])([C@@H:14]12)[C@@H:17]1[C@H:7]([C@H:6]2[C@:20]([CH3:21])([CH2:19][CH2:18]1)[C@H:3]1[C@@H:2]([C@:24]4([O:30][CH2:29][C@H:27]([CH3:28])[CH2:26][CH2:25]4)[O:23][C@H:4]1[CH2:5]2)[CH3:1])[CH2:8][CH2:9]3 |f:2.3|. Reported procedure: A mixture of (5α,25R)-spirost-1-en-3-one (2.87 g, 6.96 mmol), tetrahydrofuran (30 mL), methanol (50 mL) and 15% sodium hydroxide (1 mL) was stirred under nitrogen atmosphere. The mixture was cooled to 0° C. and 30% hydrogen peroxide (5 mL) was added. The reaction mixture was gradually warmed to room temperature and stirred for 4 hours. The reaction was diluted with ethyl acetate, cooled to 0° C., and then quenched with saturated sodium bisulfite solution. The mixture was washed with saturated so... Starting materials: COC=1C=C(C=CC1)SC[C@H]1[C@@](CC[C@H]2C(CCC[C@]12C)(C)C)(O)C ((1R,2R,4aS,8aS)-1-{[(3-methoxyphenyl)sulfanyl]methyl}-2,5,5,8a-tetramethyl-decahydronaphthalen-2-ol), Cl[Sn](Cl)(Cl)Cl (SnCl4). Run in C(Cl)Cl (CH2Cl2), C(Cl)Cl (CH2Cl2). Reaction conditions: temperature -78 celsius, time 4 hour. The product is COC1=CC=C2[C@@]3(CC[C@H]4C(CCC[C@@]4([C@H]3CSC2=C1)C)(C)C)C ((1R,10R,11S,16S)-5-methoxy-1,11,15,15-tetramethyl-8-thiatetracyclo[8.8.0.02,7.011,16]octadeca-2,4,6-triene). The yield is 46.3%. Reaction SMILES: [CH3:1][O:2][C:3]1[CH:4]=[C:5]([S:9][CH2:10][C@@H:11]2[C@:20]3([CH3:21])[C@H:15]([C:16]([CH3:23])([CH3:22])[CH2:17][CH2:18][CH2:19]3)[CH2:14][CH2:13][C@@:12]2([CH3:25])O)[CH:6]=[CH:7][CH:8]=1.Cl[Sn](Cl)(Cl)Cl>C(Cl)Cl>[CH3:1][O:2][C:3]1[CH:4]=[C:5]2[C:6]([C@@:12]3([CH3:25])[C@H:11]([CH2:10][S:9]2)[C@:20]2([CH3:21])[C@H:15]([C:16]([CH3:23])([CH3:22])[CH2:17][CH2:18][CH2:19]2)[CH2:14][CH2:13]3)=[CH:7][CH:8]=1. Procedure details: To a solution of (1R,2R,4aS,8aS)-1-{[(3-methoxyphenyl)sulfanyl]methyl}-2,5,5,8a-tetramethyl-decahydronaphthalen-2-ol (12b) (2.5 g, 6.9 mmol) in CH2Cl2 (70 mL), cooled to −78° C., a solution of SnCl4 (3.22 mL, 27.6 mmol) in CH2Cl2 (30 mL) was added dropwise. The mixture was stirred at −78° C. for 4 h. The reaction was quenched with water (100 mL), and the organic layer was separated, dried (Na2SO4), and concentrated. Purification by column chromatography on silica gel (Hexanes/toluene, 2:1) gave ... Starting materials: [BH4-], O=C(O)c1cncc(Br)c1, CCO, [Na+], O=S(=O)(O)O. Product: OCc1cncc(Br)c1. Reaction SMILES: [BH4-:16].[Br:1][c:2]1[cH:3][n:4][cH:5][c:6]([C:7](=[O:8])[OH:9])[cH:10]1.[CH3:18][CH2:19][OH:20].[Na+:17].[S:11](=[O:12])(=[O:13])([OH:14])[OH:15]>>[Br:1][c:2]1[cH:3][n:4][cH:5][c:6]([CH2:7][OH:8])[cH:10]1.